This data is from the Open Reaction Database (ORD), a public repository of structured organic reaction records. The task is: describe an organic reaction: reactants, conditions, products, and yield Starting materials: COC=1C=C(C=CC1OC)SCCCCOC=1C=CC2=C(C(OC(N2)=O)(CC)CC)C1 (6-[4-(3,4-dimethoxy-phenylmercapto)-butoxy]-4,4-diethyl-4H-3,1-benzoxazin-2-one), OO (hydrogen peroxide). Product: COC=1C=C(C=CC1OC)S(=O)CCCCOC=1C=CC2=C(C(OC(N2)=O)(CC)CC)C1 (6-[4-(3,4-Dimethoxy-phenylsulfinyl)-butoxy]-4,4-diethyl-4H-3,1-benzoxazin-2-one). As a reaction SMILES: [CH3:1][O:2][C:3]1[CH:4]=[C:5]([S:11][CH2:12][CH2:13][CH2:14][CH2:15][O:16][C:17]2[CH:18]=[CH:19][C:20]3[NH:25][C:24](=[O:26])[O:23][C:22]([CH2:29][CH3:30])([CH2:27][CH3:28])[C:21]=3[CH:31]=2)[CH:6]=[CH:7][C:8]=1[O:9][CH3:10].[OH:32]O>>[CH3:1][O:2][C:3]1[CH:4]=[C:5]([S:11]([CH2:12][CH2:13][CH2:14][CH2:15][O:16][C:17]2[CH:18]=[CH:19][C:20]3[NH:25][C:24](=[O:26])[O:23][C:22]([CH2:27][CH3:28])([CH2:29][CH3:30])[C:21]=3[CH:31]=2)=[O:32])[CH:6]=[CH:7][C:8]=1[O:9][CH3:10]. Procedure details: Prepared analogously to Example 2 from 6-[4-(3,4-dimethoxy-phenylmercapto)-butoxy]-4,4-diethyl-4H-3,1-benzoxazin-2-one and hydrogen peroxide. The reactants are C(C)(C)(C)OC(=O)N[C@H](C(=O)O)CC=C ((S)-2-(tert-butoxycarbonylamino)pent-4-enoic acid), C(C1=CC=CC=C1)NCCC=C (N-benzylbut-3-en-1-amine), C(CCl)Cl (EDC), C=1C=CC2=C(C1)N=NN2O (HOBt), TEA. Run in CN(C)C=O (DMF), CCOC(=O)C (EtOAc). Reaction conditions: time 3 day. The product is C(C1=CC=CC=C1)N(C([C@H](CC=C)NC(OC(C)(C)C)=O)=O)CCC=C ((S)-tert-butyl 1-(benzyl(but-3-enyl)amino)-1-oxopent-4-en-2-ylcarbamate). The yield is 40.5%. As a reaction SMILES: [C:1]([O:5][C:6]([NH:8][C@@H:9]([CH2:13][CH:14]=[CH2:15])[C:10]([OH:12])=O)=[O:7])([CH3:4])([CH3:3])[CH3:2].[CH2:16]([NH:23][CH2:24][CH2:25][CH:26]=[CH2:27])[C:17]1[CH:22]=[CH:21][CH:20]=[CH:19][CH:18]=1.C(Cl)CCl.C1C=CC2N(O)N=NC=2C=1>CN(C=O)C.CCOC(C)=O>[CH2:16]([N:23]([CH2:24][CH2:25][CH:26]=[CH2:27])[C:10](=[O:12])[C@@H:9]([NH:8][C:6](=[O:7])[O:5][C:1]([CH3:2])([CH3:3])[CH3:4])[CH2:13][CH:14]=[CH2:15])[C:17]1[CH:22]=[CH:21][CH:20]=[CH:19][CH:18]=1. Procedure: To a solution of (S)-2-(tert-butoxycarbonylamino)pent-4-enoic acid (400 mg, 1.86 mmol), N-benzylbut-3-en-1-amine (449 mg, 2.79 mmol) in DMF (5 mL) was added EDC (410 mg, 2.14 mmol), HOBt (370 mg, 2.42 mmol) and followed by TEA (0.259 mL, 1.858 mmol). The reaction was stirred at rt for 3 days. The reaction was diluted with EtOAc and washed with water (2×), 1 M aqueous KHSO4 (2×), saturated aqueous NaHCO3 (2×) and saturated aqueous NaCl. The organic layer was separated, dried over Na2SO4, filtered... Starting materials: CCN=C=NCCCN(C)C, CS(N)(=O)=O, CN(C)c1ccncc1, CCOC(C)=O, Cl, CN(C)C=O, CCCCCC(O)CCC(OCC1CCC(=O)N1)c1ccc(C(=O)O)s1. The product is CCCCCC(O)CCC(OCC1CCC(=O)N1)c1ccc(C(=O)NS(C)(=O)=O)s1. As a reaction SMILES: [CH3:28][N:29]([CH3:30])[CH2:31][CH2:32][CH2:33][N:34]=[C:35]=[N:36][CH2:37][CH3:38].[CH3:39][S:40](=[O:41])(=[O:42])[NH2:43].[CH3:44][N:45]([CH3:46])[c:47]1[cH:48][cH:49][n:50][cH:51][cH:52]1.[CH3:58][CH2:59][O:60][C:61]([CH3:62])=[O:63].[ClH:27].[O:53]=[CH:54][N:55]([CH3:56])[CH3:57].[OH:1][CH:2]([CH2:3][CH2:4][CH:5]([c:6]1[cH:7][cH:8][c:9]([C:11](=[O:12])[OH:13])[s:10]1)[O:14][CH2:15][CH:16]1[NH:17][C:18](=[O:21])[CH2:19][CH2:20]1)[CH2:22][CH2:23][CH2:24][CH2:25][CH3:26]>>[OH:1][CH:2]([CH2:3][CH2:4][CH:5]([c:6]1[cH:7][cH:8][c:9]([C:11](=[O:12])[NH:43][S:40]([CH3:39])(=[O:41])=[O:42])[s:10]1)[O:14][CH2:15][CH:16]1[NH:17][C:18](=[O:21])[CH2:19][CH2:20]1)[CH2:22][CH2:23][CH2:24][CH2:25][CH3:26].